From a dataset of the Open Reaction Database (ORD), a public repository of structured organic reaction records. describe an organic reaction: reactants, conditions, products, and yield The reactants are N1=CC(=CC=C1)OC[C@H]1OC1 ((S)-2-(3-pyridyloxymethyl)oxirane), NCCC1=CC=C(C=C1)NS(=O)(=O)C1=CC=CC=C1 (N-[4-(2-aminoethyl)phenyl]benzenesulfonamide). The product is O[C@@H](CNCCC1=CC=C(C=C1)NS(=O)(=O)C1=CC=CC=C1)COC=1C=NC=CC1 ((S)-N-[4-[2-[[2-hydroxy-3-(3-pyridyloxy)propyl]amino]ethyl]phenyl]benzenesulfonamide). As a reaction SMILES: [N:1]1[CH:6]=[CH:5][CH:4]=[C:3]([O:7][CH2:8][C@@H:9]2[CH2:11][O:10]2)[CH:2]=1.[NH2:12][CH2:13][CH2:14][C:15]1[CH:20]=[CH:19][C:18]([NH:21][S:22]([C:25]2[CH:30]=[CH:29][CH:28]=[CH:27][CH:26]=2)(=[O:24])=[O:23])=[CH:17][CH:16]=1>>[OH:10][C@H:9]([CH2:8][O:7][C:3]1[CH:2]=[N:1][CH:6]=[CH:5][CH:4]=1)[CH2:11][NH:12][CH2:13][CH2:14][C:15]1[CH:16]=[CH:17][C:18]([NH:21][S:22]([C:25]2[CH:26]=[CH:27][CH:28]=[CH:29][CH:30]=2)(=[O:24])=[O:23])=[CH:19][CH:20]=1. Procedure details: In a manner analogous to that of Example 7, the title compound was prepared from the epoxide from Example 162 and N-[4-(2-aminoethyl)phenyl]benzenesulfonamide (Example 6). Purification by preparative thin layer chromatography on silica gel (eluant 90:10:2 methylen chloride/methanol/30% ammonium hydroxide) gave the title compound. 1H NMR (400 MHz, CD3OD) δ8.23 (d, 1H, J=4Hz), 8.12 (dd, 1H, J=2.4Hz), 7.71(d, 2H, J=8Hz), 7.52 (m, 1H), 7.40-7.48 (m, H), 7.35 (m, 1H), 7.09 (d, 2H, J=10Hz), 7.00 (d, 2...